From a dataset of the Open Reaction Database (ORD), a public repository of structured organic reaction records. describe an organic reaction: reactants, conditions, products, and yield The reactants are BrCC(=O)C1=CC=C(C=C1)CC (1-bromo-2-(4-ethylphenyl)-2-oxoethane), CN1C=NC=C1 (1-methylimidazole). The solvent is C(C)OCC (diethyl ether). The product is [Br-].C[NH+]1CN(C=C1)CC(=O)C1=CC=C(C=C1)CC (1-methyl-3-[2-(4-ethylphenyl)-2-oxoethyl]-1H-imidazolium bromide). Isolated yield 38.2%. RXN SMILES: [Br:1][CH2:2][C:3]([C:5]1[CH:10]=[CH:9][C:8]([CH2:11][CH3:12])=[CH:7][CH:6]=1)=[O:4].[CH3:13][N:14]1[CH:18]=[CH:17][N:16]=[CH:15]1>C(OCC)C>[Br-:1].[CH3:13][NH+:14]1[CH:18]=[CH:17][N:16]([CH2:2][C:3]([C:5]2[CH:10]=[CH:9][C:8]([CH2:11][CH3:12])=[CH:7][CH:6]=2)=[O:4])[CH2:15]1 |f:3.4|. Procedure: A solution of 4.41 g (0.019 mol) of 1-bromo-2-(4-ethylphenyl)-2-oxoethane and 1.65 g (0.02 mol) of 1-methylimidazole in 40 ml of diethyl ether was stirred at room temperature for approximately 18 hours. The reaction solvent was decanted, and the residue was washed with diethyl ether and dissolved in a small amount of acetonitrile. The resulting solution was diluted with a small amount of ethyl acetate, whereupon a brown precipitate formed. The solid was collected and recrystallized from acetonit... Starting materials: Example 1, ClC1=NC=CC(=C1)CC(=O)NN ((2-Chloro-pyridin-4-yl)-acetic acid hydrazide), ClC=1N=NC(=CC1)C=1C=NC=CC1 (3-chloro-6-pyridin-3-yl-pyridazine). Yields the product ClC1=NC=CC(=C1)CC1=NN=C2N1N=C(C=C2)C=2C=NC=CC2 (3-(2-Chloro-pyridin-4-ylmethyl)-6-pyridin-3-yl-[1,2,4]triazolo[4,3-b]pyridazine). RXN SMILES: [Cl:1][C:2]1[CH:7]=[C:6]([CH2:8][C:9]([NH:11][NH2:12])=O)[CH:5]=[CH:4][N:3]=1.Cl[C:14]1[N:15]=[N:16][C:17]([C:20]2[CH:21]=[N:22][CH:23]=[CH:24][CH:25]=2)=[CH:18][CH:19]=1>>[Cl:1][C:2]1[CH:7]=[C:6]([CH2:8][C:9]2[N:15]3[N:16]=[C:17]([C:20]4[CH:21]=[N:22][CH:23]=[CH:24][CH:25]=4)[CH:18]=[CH:19][C:14]3=[N:12][N:11]=2)[CH:5]=[CH:4][N:3]=1. Procedure details: The title compound was prepared as described in Example 1 as a pale orange solid from (2-Chloro-pyridin-4-yl)-acetic acid hydrazide (0.61 mmol) and 3-chloro-6-pyridin-3-yl-pyridazine (0.33 mmol). 1H NMR (CDCl3/CD3OD) δ 9.17 (1H, d, J=2.6 Hz), 8.79 (1H, dd, J=4.9 Hz, 1.6 Hz), 8.32 (1H, d, J=4.6 Hz), 8.30 (1H, d, J=9.5 Hz), 8.28 (1H, ddd, J=8.0 Hz, 2.4 Hz, 1.6 Hz), 7.70 (1H, d, J=9.6 Hz), 7.58 (1H, m), 7.47 (1H, s), 7.34 (1H, m), 4.67 (2H, s). ESI-MS (m/z): Calcd for C1-6H11N6Cl: 322.1; found 323....